This data is from the Open Reaction Database (ORD), a public repository of structured organic reaction records. The task is: describe an organic reaction: reactants, conditions, products, and yield Product: ClC=1C(=NC(=NC1)NC1=CC2=C(CCN(CC2)CC(=O)N(C)C)C=C1OC)NC1=C(C=C(C=C1)C)S(N(C)C)(=O)=O (2-{7-[5-Chloro-4-(2-dimethylsulfamoyl-4-methyl-phenylamino)-pyrimidin-2-ylamino]-8-methoxy-1,2,4,5-tetrahydro-benzo[d]azepin-3-yl}-N,N-dimethyl-acetamide). RXN SMILES: [NH2:1][C:2]1[CH:7]=[CH:6][C:5]([CH3:8])=[CH:4][C:3]=1S(O)(=O)=O.ClC([O:16][CH2:17][CH:18]1C2C=CC=CC=2C2C1=CC=CC=2)=O.C1C2C(CO[C:46]([NH:48][C:49]3[CH:54]=CC(C)=CC=3S(O)(=O)=O)=O)C3C(=CC=CC=3)C=2C=CC=1.C1C2C([CH2:73][O:74]C(=O)NC3C=CC(C)=CC=3S(Cl)(=O)=O)C3C(=CC=CC=3)C=2C=CC=1.NC1C=CC(C)=CC=1S([N:100]([CH3:102])[CH3:101])(=O)=O.Cl[C:104]1[N:109]=[C:108]([NH:110][C:111]2[CH:116]=[CH:115][C:114]([CH3:117])=[CH:113][C:112]=2[S:118]([N:121]([CH3:123])[CH3:122])(=[O:120])=[O:119])[C:107]([Cl:124])=[CH:106][N:105]=1>>[Cl:124][C:107]1[C:108]([NH:110][C:111]2[CH:116]=[CH:115][C:114]([CH3:117])=[CH:113][C:112]=2[S:118](=[O:120])(=[O:119])[N:121]([CH3:123])[CH3:122])=[N:109][C:104]([NH:1][C:2]2[C:3]([O:74][CH3:73])=[CH:4][C:5]3[CH2:8][CH2:46][N:48]([CH2:18][C:17]([N:100]([CH3:102])[CH3:101])=[O:16])[CH2:49][CH2:54][C:6]=3[CH:7]=2)=[N:105][CH:106]=1. Reactants: NC1=C(C=C(C=C1)C)S(=O)(=O)O (2-Amino-5-methyl-benzenesulfonic acid), C1=CC=CC=2C3=CC=CC=C3C(C12)COC(NC1=C(C=C(C=C1)C)S(=O)(=O)Cl)=O ((2-Chlorosulfonyl-4-methyl-phenyl)-carbamic acid 9H-fluoren-9-ylmethylester), NC1=C(C=C(C=C1)C)S(=O)(=O)N(C)C (2-Amino-5,N,N-trimethyl-benzenesulfonamide), ClC(=O)OCC1C2=CC=CC=C2C=2C=CC=CC12 (9-Fluorenylmethyl chloroformate), C1=CC=CC=2C3=CC=CC=C3C(C12)COC(=O)NC1=C(C=C(C=C1)C)S(=O)(=O)O (2-(9H-Fluoren-9-ylmethoxycarbonylamino)-5-methyl-benzenesulfonic acid), ClC1=NC=C(C(=N1)NC1=C(C=C(C=C1)C)S(=O)(=O)N(C)C)Cl (2-(2,5-Dichloro-pyrimidin-4-ylamino)-5,N,N-trimethyl-benzenesulfonamide). Reported procedure: 2-Amino-5-methyl-benzenesulfonic acid using 9-Fluorenylmethyl chloroformate was converted in an analogous manner to Example 820a, to 2-(9H-Fluoren-9-ylmethoxycarbonylamino)-5-methyl-benzenesulfonic acid, which was converted in an analogous manner to Example 820b, to (2-Chlorosulfonyl-4-methyl-phenyl)-carbamic acid 9H-fluoren-9-ylmethylester, which was converted in an analogous manner to Example 820c, to 2-Amino-5,N,N-trimethyl-benzenesulfonamide, which was converted, in an analogous procedure to... Starting materials: COc1cc(N2CCC(CCS(C)(=O)=O)CC2)ccc1N, CCOc1ccc(-c2nc3ccccn3c2-c2ccnc(Cl)n2)cc1C(=O)Nc1c(F)cccc1F, Cl, OCC(F)(F)F. Product: CCOc1ccc(-c2nc3ccccn3c2-c2ccnc(Nc3ccc(N4CCC(CCS(C)(=O)=O)CC4)cc3OC)n2)cc1C(=O)Nc1c(F)cccc1F. As a reaction SMILES: [CH3:37][O:38][c:39]1[c:40]([NH2:41])[cH:42][cH:43][c:44]([N:46]2[CH2:47][CH2:48][CH:49]([CH2:52][CH2:53][S:54](=[O:55])(=[O:56])[CH3:57])[CH2:50][CH2:51]2)[cH:45]1.[Cl:1][c:2]1[n:3][cH:4][cH:5][c:6](-[c:8]2[c:9](-[c:17]3[cH:18][cH:19][c:20]([O:34][CH2:35][CH3:36])[c:21]([C:22](=[O:23])[NH:24][c:25]4[c:26]([F:32])[cH:27][cH:28][cH:29][c:30]4[F:31])[cH:33]3)[n:10][c:11]3[n:12]2[cH:13][cH:14][cH:15][cH:16]3)[n:7]1.[ClH:58].[OH:59][CH2:60][C:61]([F:62])([F:63])[F:64]>>[c:2]1([NH:41][c:40]2[c:39]([O:38][CH3:37])[cH:45][c:44]([N:46]3[CH2:47][CH2:48][CH:49]([CH2:52][CH2:53][S:54](=[O:55])(=[O:56])[CH3:57])[CH2:50][CH2:51]3)[cH:43][cH:42]2)[n:3][cH:4][cH:5][c:6](-[c:8]2[c:9](-[c:17]3[cH:18][cH:19][c:20]([O:34][CH2:35][CH3:36])[c:21]([C:22](=[O:23])[NH:24][c:25]4[c:26]([F:32])[cH:27][cH:28][cH:29][c:30]4[F:31])[cH:33]3)[n:10][c:11]3[n:12]2[cH:13][cH:14][cH:15][cH:16]3)[n:7]1. Solvent: CN(C=O)C (N,N-dimethylformamide). Isolated yield 12.8%. The product is C(C)NC(=S)NC=1SC=CN1 (N-(ethyl)-N'-(2-thiazolyl)thiourea). RXN SMILES: [CH2:1]([N:3]=[C:4]=[S:5])[CH3:2].[NH2:6][C:7]1[S:8][CH:9]=[CH:10][N:11]=1.C(OCC)(=O)C>CN(C)C=O>[CH2:1]([NH:3][C:4]([NH:6][C:7]1[S:8][CH:9]=[CH:10][N:11]=1)=[S:5])[CH3:2]. Reported procedure: A solution of ethyl isothiocyanate (1.74 g, 20 mmol) and 2-aminothiazole (2.0 g, 20 mmol) in N,N-dimethylformamide (50 mL) was heated at 100° C. for 23 h. The reaction was cooled to room temperature, poured into ethyl acetate, washed with water, 1N aqueous HCl, water, saturated sodium bicarbonate, and brine. The organic layer was concentrated and the residue recrystallized twice from ethyl acetate to provide 0.48 g (13%) of the title product: Starting materials: C(C)N=C=S (ethyl isothiocyanate), NC=1SC=CN1 (2-aminothiazole), C(C)(=O)OCC (ethyl acetate). Reactants: NC1=C(C=C(OC2=CC(=NC=N2)NC(=O)C2CC2)C=C1)C (N-[6-(4-amino-3-methyl-phenoxy)pyrimidin-4-yl]cyclopropanecarboxamide), NC1=C(C=C(OC2=CC(=NC=N2)NC(=O)C2CC2)C=C1)C (N-[6-(4-amino-3-methyl-phenoxy)pyrimidin-4-yl]cyclopropanecarboxamide), N1=CC=CC=C1 (pyridine), C1CCOC1 (THF), ClC(=O)OC1=CC=CC=C1 (phenyl chloroformate). Solvent: C(Cl)Cl (DCM), CCOC(=O)C (EtOAc), O (water). Conditions: temperature 0 celsius. Yields the product C1(CC1)C(=O)NC1=CC(=NC=N1)OC1=CC(=C(C=C1)NC(OC1=CC=CC=C1)=O)C (phenyl N-[4-[6-(cyclopropanecarbonylamino)pyrimidin-4-yl]oxy-2-methyl-phenyl]carbamate). Yield: 98.3%. Reaction SMILES: [NH2:1][C:2]1[CH:20]=[CH:19][C:5]([O:6][C:7]2[N:12]=[CH:11][N:10]=[C:9]([NH:13][C:14]([CH:16]3[CH2:18][CH2:17]3)=[O:15])[CH:8]=2)=[CH:4][C:3]=1[CH3:21].N1C=CC=CC=1.C1COCC1.Cl[C:34]([O:36][C:37]1[CH:42]=[CH:41][CH:40]=[CH:39][CH:38]=1)=[O:35]>O.CCOC(C)=O.C(Cl)Cl>[CH:16]1([C:14]([NH:13][C:9]2[N:10]=[CH:11][N:12]=[C:7]([O:6][C:5]3[CH:19]=[CH:20][C:2]([NH:1][C:34](=[O:35])[O:36][C:37]4[CH:42]=[CH:41][CH:40]=[CH:39][CH:38]=4)=[C:3]([CH3:21])[CH:4]=3)[CH:8]=2)=[O:15])[CH2:17][CH2:18]1. Procedure details: Add N-[6-(4-amino-3-methyl-phenoxy)pyrimidin-4-yl]cyclopropanecarboxamide (Intermediate A1, 500 mg, 1.76 mmol), pyridine (280 mg, 3.52 mmol) to a mixed solvent of THF (5 mL) and DCM (5 mL). Cool to 0° C.; add slowly phenyl chloroformate (330 mg, 2.11 mmol). Stir the reaction at room temperature for 2 hrs. TLC (EtOAc:PE=1:1) shows the reaction is complete. Dilute with water, extract with DCM. Combine the organic layers, wash with 1M diluted HCl, brine sequentially, and dry over anhydrous Na2SO4. ... Starting materials: C(=O)(Cl)Cl (phosgene), CC1(CCCCC1)C1=NN=C(S1)N (5-(1-methylcyclohexyl)-2-amino-1,3,4-thiadiazole). Solvent: C(C)(=O)OCC (ethyl acetate), C(C)(=O)OCC (ethyl acetate). Conditions: time 16 hour. The product is CC1(CCCCC1)C1=NN=C(S1)N=C=O (5-(1-Methylcyclohexyl)-1,3,4-thiadiazol-2-yl Isocyanate). As a reaction SMILES: [C:1](Cl)(Cl)=[O:2].[CH3:5][C:6]1([C:12]2[S:16][C:15]([NH2:17])=[N:14][N:13]=2)[CH2:11][CH2:10][CH2:9][CH2:8][CH2:7]1>C(OCC)(=O)C>[CH3:5][C:6]1([C:12]2[S:16][C:15]([N:17]=[C:1]=[O:2])=[N:14][N:13]=2)[CH2:7][CH2:8][CH2:9][CH2:10][CH2:11]1. Procedure details: A saturated solution of phosgene in ethyl acetate (100 ml) is charged into a glass reaction vessel equipped with a mechanical stirrer. A slurry of 5-(1-methylcyclohexyl)-2-amino-1,3,4-thiadiazole (6 grams) in ethyl acetate (100 ml) is added to the reaction vessel and the resulting mixture is stirred for a period of about 16 hours, resulting in the formation of a precipitate. The reaction mixture is then purged with nitrogen gas to remove unreacted phosgene. The purged mixture is filtered to reco...